From a dataset of the Open Reaction Database (ORD), a public repository of structured organic reaction records. describe an organic reaction: reactants, conditions, products, and yield Reactants: C1=CC=CC=2C3=CC=CC=C3C(C12)COC(N[C@@H](C(=O)C1=CNC2=C(C=CC=C12)OCC(N(CC)CC)=O)C)=O ((R)-[2-(7-diethylcarbamoylmethoxy-1H-indol-3-yl)-1-methyl-2-oxoethyl]-carbamic acid 9H-fluoren-9-ylmethyl ester), [BH4-].[Na+] (sodium borohydride), CO (methanol). Run in C(C)#N (acetonitrile), CC(C)O (2-propanol). Product: N[C@@H](CC1=CNC2=C(C=CC=C12)OCC(=O)N(CC)CC)C ((R)-2-[3-(2-aminopropyl)-1H-indol-7-yloxy]-N,N-diethyl-acetamide). The yield is 25.0%. As a reaction SMILES: C1C2C(COC(=O)[NH:17][C@H:18]([CH3:39])[C:19]([C:21]3[C:29]4[C:24](=[C:25]([O:30][CH2:31][C:32](=[O:38])[N:33]([CH2:36][CH3:37])[CH2:34][CH3:35])[CH:26]=[CH:27][CH:28]=4)[NH:23][CH:22]=3)=O)C3C(=CC=CC=3)C=2C=CC=1.[BH4-].[Na+].CO>C(#N)C.CC(O)C>[NH2:17][C@H:18]([CH3:39])[CH2:19][C:21]1[C:29]2[C:24](=[C:25]([O:30][CH2:31][C:32]([N:33]([CH2:34][CH3:35])[CH2:36][CH3:37])=[O:38])[CH:26]=[CH:27][CH:28]=2)[NH:23][CH:22]=1 |f:1.2|. Procedure details: To a suspension of N-(9-fluorenylmethoxycarbonyl)-D-alanine (8.17 g, 26.3 mmol), methylene chloride (88 ml) and N,N-dimethylformamide (0.14 ml) is added dropwise oxalyl chloride (2.44 ml, 28 mmol) at room temperature with stirring, and the mixture is further stirred for one hour. The reaction solution is concentrated to dryness under reduced pressure to give an oil containing 9-fluorenylmethoxycarbonyl-D-Ala-Cl. A solution of N,N-diethyl-2-(1H-indol-7-yloxy)acetamide (4.31 g, 17.5 mmol) in methy... Run in O1CCCC1 (tetrahydrofuran). Reactants: Cl (hydrochloric acid), COC(CC(=O)C)=O (methylacetoacetate), COC1=C(C=O)C(=CC=C1)CCCCCCCCCCCCCCC (2-methoxy-6-pentadecyl benzaldehyde), NC(=O)N (urea), ice. As a reaction SMILES: [CH3:1][O:2][C:3](=[O:8])[CH2:4][C:5]([CH3:7])=O.[CH3:9][O:10][C:11]1[CH:18]=[CH:17][CH:16]=[C:15]([CH2:19][CH2:20][CH2:21][CH2:22][CH2:23][CH2:24][CH2:25][CH2:26][CH2:27][CH2:28][CH2:29][CH2:30][CH2:31][CH2:32][CH3:33])[C:12]=1[CH:13]=O.[NH2:34][C:35]([NH2:37])=[O:36].Cl>O1CCCC1>[CH3:1][O:2][C:3]([C:4]1[CH:13]([C:12]2[C:15]([CH2:19][CH2:20][CH2:21][CH2:22][CH2:23][CH2:24][CH2:25][CH2:26][CH2:27][CH2:28][CH2:29][CH2:30][CH2:31][CH2:32][CH3:33])=[CH:16][CH:17]=[CH:18][C:11]=2[O:10][CH3:9])[NH:34][C:35](=[O:36])[NH:37][C:5]=1[CH3:7])=[O:8]. Procedure: A solution of methylacetoacetate (1.2 g, 8.5 mmol), 2-methoxy-6-pentadecyl benzaldehyde (3.1 g, 8.5 mmol) and urea (1.00 g, 17 mmol) in tetrahydrofuran (20 mL) was heated to reflux (65-70° C.) in the presence of hydrochloric acid (30%) for 7 h. The reaction mixture after being cooled to room temperature was poured into crushed ice (20 g) and stirred for 5 min. The viscous liquid was extracted with ethylacetate (40 mL) and was washed with 1N hydrochloric acid, water, sodium bicarbonate and brine.... Run at time 5 minute. The product is COC(=O)C=1C(NC(NC1C)=O)C1=C(C=CC=C1CCCCCCCCCCCCCCC)OC (5-methoxycarbonyl-4-(2-methoxy-6-pentadecylphenyl)-6-methyl-3,4-dihydropyrimidin-2(1H)-one). Reactants: C(=O)(OC(C)(C)C)NC(C)(C(=O)O)C (Boc-α-methylalanine), C(=O)([O-])[O-].[K+].[K+] (K2CO3), CI (MeI). Solvent: CN(C)C=O (DMF), CCOC(=O)C (EtOAc). Run at time 6 hour. The product is C(C)(C)(C)OC(=O)NC(C)(C(=O)OC)C (Methyl N-(tert-butoxycarbonyl)-2-methylalaninate). Reaction SMILES: [C:1]([NH:8][C:9]([CH3:14])([C:11]([OH:13])=[O:12])[CH3:10])([O:3][C:4]([CH3:7])([CH3:6])[CH3:5])=[O:2].[C:15]([O-])([O-])=O.[K+].[K+].CI>CN(C=O)C.CCOC(C)=O>[C:4]([O:3][C:1]([NH:8][C:9]([CH3:14])([C:11]([O:13][CH3:15])=[O:12])[CH3:10])=[O:2])([CH3:6])([CH3:7])[CH3:5] |f:1.2.3|. Procedure details: To a solution of Boc-α-methylalanine in DMF (0.4 M) was added K2CO3 (1 eq) and MeI (1.2 eq). The mixture was stirred at RT for 6 h and then diluted with EtOAc, washed with water and sat. aq. NaHCO3. The organic phase was dried over Na2SO4, filtered and concentrated under vacuum to provide the title compound as a yellow solid. 1H NMR (300 MHz, DMSO-d6) δ: 7.20 (1H, br. s), 3.58 (3H, s), 1.40-1.27 (15H, m). MS (ES) C10H19NO4 requires: 217. found: 240 (M+Na)+.